This data is from the Open Reaction Database (ORD), a public repository of structured organic reaction records. The task is: describe an organic reaction: reactants, conditions, products, and yield The reactants are Cl.C(C1=CC=CC=C1)N1CCC2(CC1)C1=CC=CC=C1OC=1C(=CC=CC12)OC (1'-benzyl-4-methoxyxanthene-9-spiro-4'-piperidine hydrochloride). Reagents/catalysts: [Pd] (palladium on carbon). Solvent: C(C)O (ethanol). Yields the product COC1=CC=CC2=C1OC1=CC=CC=C1C21CCNCC1 (4-methoxyxanthene-9-spiro-4'-piperidine). RXN SMILES: Cl.C([N:9]1[CH2:14][CH2:13][C:12]2([C:27]3[CH:26]=[CH:25][CH:24]=[C:23]([O:28][CH3:29])[C:22]=3[O:21][C:20]3[C:15]2=[CH:16][CH:17]=[CH:18][CH:19]=3)[CH2:11][CH2:10]1)C1C=CC=CC=1>C(O)C.[Pd]>[CH3:29][O:28][C:23]1[C:22]2[O:21][C:20]3[C:15]([C:12]4([CH2:13][CH2:14][NH:9][CH2:10][CH2:11]4)[C:27]=2[CH:26]=[CH:25][CH:24]=1)=[CH:16][CH:17]=[CH:18][CH:19]=3 |f:0.1|. Reported procedure: A solution of 1'-benzyl-4-methoxyxanthene-9-spiro-4'-piperidine hydrochloride (3.0 g.) in absolute ethanol (100 ml.) is hydrogenatedusing 5% palladium on carbon catalyst, at 4 atmospheres pressure and 50° C. The catalyst is filtered off and the solvent evaporated to dryness. The residue is crystallised from ethanol-ether to give 4-methoxyxanthene-9-spiro-4'-piperidine, m.p. 214°-216° c. Starting materials: BrC=1C(=NC=C(C(=O)NC2=CC=C(C=C2)SC(F)(F)F)C1)N1C[C@@H](CC1)O ((R)-5-bromo-6-(3-hydroxypyrrolidin-1-yl)-N-(4-((trifluoromethyl)thio)phenyl)nicotinamide), FC=1C=C(C=NC1)B(O)O ((5-fluoropyridin-3-yl)boronic acid). Product: FC=1C=C(C=NC1)C=1C(=NC=C(C1)C(=O)NC1=CC=C(C=C1)SC(F)(F)F)N1C[C@@H](CC1)O ((R)-5′-Fluoro-2-(3-hydroxypyrrolidin-1-yl)-N-(4-((trifluoromethyl)thio)phenyl)-[3,3′-bipyridine]-5-carboxamide). RXN SMILES: Br[C:2]1[C:3]([N:22]2[CH2:26][CH2:25][C@@H:24]([OH:27])[CH2:23]2)=[N:4][CH:5]=[C:6]([CH:21]=1)[C:7]([NH:9][C:10]1[CH:15]=[CH:14][C:13]([S:16][C:17]([F:20])([F:19])[F:18])=[CH:12][CH:11]=1)=[O:8].[F:28][C:29]1[CH:30]=[C:31](B(O)O)[CH:32]=[N:33][CH:34]=1>>[F:28][C:29]1[CH:30]=[C:31]([C:2]2[C:3]([N:22]3[CH2:26][CH2:25][C@@H:24]([OH:27])[CH2:23]3)=[N:4][CH:5]=[C:6]([C:7]([NH:9][C:10]3[CH:11]=[CH:12][C:13]([S:16][C:17]([F:20])([F:19])[F:18])=[CH:14][CH:15]=3)=[O:8])[CH:21]=2)[CH:32]=[N:33][CH:34]=1. Procedure details: The title compound was prepared in an analogous fashion to that described in Example 151 using (R)-5-bromo-6-(3-hydroxypyrrolidin-1-yl)-N-(4-((trifluoromethyl)thio)phenyl)nicotinamide (Stage 186.1) and (5-fluoropyridin-3-yl)boronic acid to afford a yellow crystals. UPLC-MS (Condition 3) tR=1.08 min, m/z=479.4 [M+H]+, m/z=477.1 [M−H]−; 1H-NMR (400 MHz, DMSO-d6) δ ppm 1.68-1.79 (m, 1H) 1.78-1.91 (m, 1H) 2.87 (d, J=11.29 Hz, 1H) 3.15-3.30 (m, 2H) 3.35-3.46 (m, 1H) 4.16-4.24 (m, 1H) 4.89 (d, J=3.39 ...